Dataset: the Open Reaction Database (ORD), a public repository of structured organic reaction records. Task: describe an organic reaction: reactants, conditions, products, and yield Reactants: CCOc1cc(CO)cc(OCC)c1F, ClCCCl, O=[Mn]=O. Product: CCOc1cc(C=O)cc(OCC)c1F. As a reaction SMILES: [CH2:1]([CH3:2])[O:3][c:4]1[cH:5][c:6]([CH2:14][OH:15])[cH:7][c:8]([O:11][CH2:12][CH3:13])[c:9]1[F:10].[Cl:16][CH2:17][CH2:18][Cl:19].[O:20]=[Mn:21]=[O:22]>>[CH2:1]([CH3:2])[O:3][c:4]1[cH:5][c:6]([CH:14]=[O:15])[cH:7][c:8]([O:11][CH2:12][CH3:13])[c:9]1[F:10]. Yields the product C1(=CC=CC=C1)S(=O)(=O)N1C(=CC=2C1=NC(=CC2)OC)C(CC2CCCC2)O (1-(-benzenesulfonyl-6-methoxy-1H-pyrrolo[2,3-b]pyridin-2-yl]-2-cyclopentyl-ethanol). Isolated yield 91.0%. Run in O1CCCC1 (tetrahydrofuran), O1CCCC1 (tetrahydrofuran). RXN SMILES: [C:1]1([S:7]([N:10]2[C:14]3=[N:15][C:16]([O:19][CH3:20])=[CH:17][CH:18]=[C:13]3[CH:12]=[CH:11]2)(=[O:9])=[O:8])[CH:6]=[CH:5][CH:4]=[CH:3][CH:2]=1.C([N-][CH:25]([CH3:27])[CH3:26])(C)C.[Li+].C([Li])C[CH2:31][CH3:32].CCCCCC.C(NC(C)C)(C)C.[CH:47]1([CH:52]=[O:53])CCCC1>O1CCCC1>[C:1]1([S:7]([N:10]2[C:14]3=[N:15][C:16]([O:19][CH3:20])=[CH:17][CH:18]=[C:13]3[CH:12]=[C:11]2[CH:52]([OH:53])[CH2:47][CH:26]2[CH2:25][CH2:27][CH2:32][CH2:31]2)(=[O:9])=[O:8])[CH:2]=[CH:3][CH:4]=[CH:5][CH:6]=1 |f:1.2|. Reaction conditions: temperature -78 celsius, time 20 minute. The reactants are C(C)(C)[N-]C(C)C.[Li+] (lithium diisopropylamide), C1(=CC=CC=C1)S(=O)(=O)N1C=CC=2C1=NC(=CC2)OC (1-benzenesulfonyl-6-methoxy-1H-pyrrolo[2,3-b]pyridine), C(CCC)[Li] (n-butyllithium), CCCCCC (n-hexane), C(C)(C)NC(C)C (diisopropylamine), C1(CCCC1)C=O (cyclopentanecarbaldehyde). Procedure details: To a suspension of 1-benzenesulfonyl-6-methoxy-1H-pyrrolo[2,3-b]pyridine (2.0 g, 6.74 mmol) in dry tetrahydrofuran (60 mL) at −78° C. was added freshly prepared lithium diisopropylamide [prepared by adding 1.6 M n-butyllithium in n-hexane (6.6 mL, 10.42 mmol) to a 0° C. solution of diisopropylamine (1.12 g, 11.1 mmol) in dry tetrahydrofuran (20 mL)] dropwise. The mixture was stirred at −78° C. for 20 min and then treated with cyclopentanecarbaldehyde (1.56 g, 13.8 mmol) dropwise. The resulting m... Reactants: C(#N)[BH3-] (cyanoborohydride), BrC1=C(C(C=O)=CC=C1)O (3-bromosalicylaldehyde), [Cl-].C(CCC)[NH2+]CCCC (di-n-butylammonium chloride), [N+](=O)([O-])CCO (2-nitroethanol). The solvent is CO (methanol), C(CC(C)C)OC(C)=O (i-pentylacetate), O (Water). Run at time 30 minute. The product is BrC=1C=CC=C2CC(COC12)[N+](=O)[O-] (8-bromo-3-nitrochroman). The yield is 62.0%. As a reaction SMILES: [Br:1][C:2]1[CH:9]=[CH:8][CH:7]=[C:4]([CH:5]=O)[C:3]=1[OH:10].[Cl-].C([NH2+]CCCC)CCC.[N+:21]([CH2:24][CH2:25]O)([O-:23])=[O:22].C([BH3-])#N>C(OC(=O)C)CC(C)C.CO.O>[Br:1][C:2]1[CH:9]=[CH:8][CH:7]=[C:4]2[C:3]=1[O:10][CH2:25][CH:24]([N+:21]([O-:23])=[O:22])[CH2:5]2 |f:1.2|. Reported procedure: Commercially available 3-bromosalicylaldehyde (0.5 g; 2.5 mmol), di-n-butylammonium chloride (0.2 g; 1.2 mmol) and 2-nitroethanol (0.36 g; 4.0 mmol) were refluxed for 8 hours in i-pentylacetate with a Dean-Stark apparatus under nitrogen atmosphere. The solvent was evaporated and the product was dissolved in dichloromethane (15 ml) and cyanoborohydride (0.5 g; 8.1 mmol) in methanol (15 ml) was added. The mixture was stirred for 30 minutes at room temperature. Water was added and the mixture extra... The reactants are CSC1=NC(=CC(=N1)NC=1NN=C(C1)C)N1CCOCC1 ([2-methylsulfanyl-6-(morpholin-4-yl)-pyrimidin-4-yl]-(5-methyl-2H-pyrazol-3-yl)-amine), CO (MeOH), OOS(=O)[O-].[K+] (oxone). Solvent: O (water). Conditions: time 15 hour. Yields the product CS(=O)(=O)C1=NC(=CC(=N1)NC=1NN=C(C1)C)N1CCOCC1 ([2-methylsulfonyl-6-(morpholin-4-yl)-pyrimidin-4-yl]-(5-methyl-2H-pyrazol-3-yl)-amine). As a reaction SMILES: CS[C:3]1[N:8]=[C:7]([NH:9][C:10]2[NH:11][N:12]=[C:13]([CH3:15])[CH:14]=2)[CH:6]=[C:5]([N:16]2[CH2:21][CH2:20][O:19][CH2:18][CH2:17]2)[N:4]=1.O[O:23][S:24]([O-:26])=O.[K+].[CH3:28]O>O>[CH3:28][S:24]([C:3]1[N:8]=[C:7]([NH:9][C:10]2[NH:11][N:12]=[C:13]([CH3:15])[CH:14]=2)[CH:6]=[C:5]([N:16]2[CH2:21][CH2:20][O:19][CH2:18][CH2:17]2)[N:4]=1)(=[O:26])=[O:23] |f:1.2|. Procedure details: To a suspension of the above-prepared [2-methylsulfanyl-6-(morpholin-4-yl)-pyrimidin-4-yl]-(5-methyl-2H-pyrazol-3-yl)-amine (500 mg, 1.63 mmol) in MeOH (10 mL) is added a solution of oxone (3.0 g) in water (10 mL). The reaction mixture is stirred at room temperature for 15 hours and most of the solvent is evaporated. The residue is partitioned between DCM and aqueous saturated NaHCO3. The organic layer is washed with brine, dried, filtered and evaporated. The residue is triturated in MeOH and th... Reactants: COC1=CC=C(CN2N=CC3=C2N=CC=2CC(CCC32)N)C=C1 (3-(4-methoxy-benzyl)-6,7,8,9-tetrahydro-3H-pyrazolo[3,4-c]isoquinolin-7-ylamine), C1(=CC=CC=C1)N=C=O (phenyl isocyanate). Solvent: ClCCl (dichloromethane). Run at time 1 hour. The product is COC1=CC=C(CN2N=CC3=C2N=CC=2CC(CCC32)NC(=O)NC3=CC=CC=C3)C=C1 (1-(3-(4-methoxybenzyl)-6,7,8,9-tetrahydro-3H-pyrazolo[3,4-c]isoquinolin-7-yl)-3-phenylurea). Yield: 85.1%. RXN SMILES: [CH3:1][O:2][C:3]1[CH:23]=[CH:22][C:6]([CH2:7][N:8]2[C:12]3[N:13]=[CH:14][C:15]4[CH2:16][CH:17]([NH2:21])[CH2:18][CH2:19][C:20]=4[C:11]=3[CH:10]=[N:9]2)=[CH:5][CH:4]=1.[C:24]1([N:30]=[C:31]=[O:32])[CH:29]=[CH:28][CH:27]=[CH:26][CH:25]=1>ClCCl>[CH3:1][O:2][C:3]1[CH:4]=[CH:5][C:6]([CH2:7][N:8]2[C:12]3[N:13]=[CH:14][C:15]4[CH2:16][CH:17]([NH:21][C:31]([NH:30][C:24]5[CH:29]=[CH:28][CH:27]=[CH:26][CH:25]=5)=[O:32])[CH2:18][CH2:19][C:20]=4[C:11]=3[CH:10]=[N:9]2)=[CH:22][CH:23]=1. Procedure: To a solution of 3-(4-methoxy-benzyl)-6,7,8,9-tetrahydro-3H-pyrazolo[3,4-c]isoquinolin-7-ylamine (0.095 g, 0.308 mmol) in dichloromethane (5 mL) was added phenyl isocyanate (37 μL, 0.34 mmol). The reaction mixture was shaken at room temperature for 1 hour. The solvent was removed under reduced pressure and the crude product purified using flash column chromatography (SiO2, gradient from 50% EtOAc in hexane to 66% EtOAc in hexane) to give the desired product, 1-(3-(4-methoxybenzyl)-6,7,8,9-tetrah... The reactants are C1(=CC=CC=C1)OC(NOC1=C(C(=CC=C1)Cl)Cl)=O (N-(2,3-dichlorophenoxy)carbamic acid phenyl ester), C1(CCCCC1)N (cyclohexylamine). Run in C(C)(=O)OCC (ethyl acetate), C(C)(=O)OCC (ethyl acetate). Yields the product C1(CCCCC1)NC(=O)NOC1=C(C(=CC=C1)Cl)Cl (1-Cyclohexyl-3-(2,3-dichlorophenoxy) urea), crystals. Isolated yield 70.0%. RXN SMILES: C1(O[C:8](=[O:19])[NH:9][O:10][C:11]2[CH:16]=[CH:15][CH:14]=[C:13]([Cl:17])[C:12]=2[Cl:18])C=CC=CC=1.[CH:20]1([NH2:26])[CH2:25][CH2:24][CH2:23][CH2:22][CH2:21]1>C(OCC)(=O)C>[CH:20]1([NH:26][C:8]([NH:9][O:10][C:11]2[CH:16]=[CH:15][CH:14]=[C:13]([Cl:17])[C:12]=2[Cl:18])=[O:19])[CH2:25][CH2:24][CH2:23][CH2:22][CH2:21]1. Procedure: 4.00 g (13.4 mmole) of N-(2,3-dichlorophenoxy)carbamic acid phenyl ester synthesized in Reference Example 1 was dissolved in 60 ml of ethyl acetate. 3.32 g (33.5 mmole) of cyclohexylamine was added thereto, and the mixture was reacted at 60° C. for 12 hours. The reaction mixture was cooled to room temperature, and after an addition of 100 ml of ethyl acetate, it was washed with a 3% sodium hydroxide aqueous solution and then with a saturated sodium chloride solution, and then dried over anhydrou... Reactants: OC1=CC=C(C=2C(C3=CC(=CC=C3C(C12)=O)C(=O)O)=O)O (1,4-Dihydroxy-anthraquinone-6-carboxylic acid). The reagents and catalysts are [Zn] (Zn). Solvent: C(C)(=O)O (Acetic acid). Reaction conditions: temperature 100 celsius, time 8 hour. The product is OC=1CCC(=C2C(C3=CC(=CC=C3C(C12)=O)C(=O)O)=O)O (1,4-Dihydroxy-2,3-dihydro-6-carboxy-anthraquinone). As a reaction SMILES: [OH:1][C:2]1[C:15]2[C:14](=[O:16])[C:13]3[C:8](=[CH:9][C:10]([C:17]([OH:19])=[O:18])=[CH:11][CH:12]=3)[C:7](=[O:20])[C:6]=2[C:5]([OH:21])=[CH:4][CH:3]=1>C(O)(=O)C.[Zn]>[OH:1][C:2]1[CH2:3][CH2:4][C:5]([OH:21])=[C:6]2[C:15]=1[C:14](=[O:16])[C:13]1[C:8](=[CH:9][C:10]([C:17]([OH:19])=[O:18])=[CH:11][CH:12]=1)[C:7]2=[O:20]. Procedure: 1,4-Dihydroxy-anthraquinone-6-carboxylic acid (1.5 g) is mixed with Zn dust (3 g) in 300 mL glacial Acetic acid. The mixture is heated to 100° C. for 2 hours, filtered through Celite concentrated to half volume and added 250 mL water and placed at 5° C. overnight. The precipitate is collected by filtration. Yield: 1.1 g.